From a dataset of the Open Reaction Database (ORD), a public repository of structured organic reaction records. describe an organic reaction: reactants, conditions, products, and yield Procedure: A mixture of (4-{(R)-2-[4-(3-chlorophenyl)-3-oxo-butyl]-5-oxo-pyrrolidin-1-yl}-butoxy)-acetic acid methyl ester (8.1 mg, 0.02 mmol), rabbit liver esterase (1 mg, 134 units/mg), pH 7.2 phosphate buffer (3 mL) and acetonitrile (0.1 mL) was stirred together at rt for 16.5 h. Aqueous HCl (0.5 M, 5 mL) was added and the mixture was extracted with CH2Cl2 (3×5 mL). The combined organic phase was dried (Na2SO4), filtered and concentrated in vacuo to afford 1.6 mg (20%) of (4-{(R)-2-[(E)-4-(3-chloropheny... RXN SMILES: C[O:2][C:3](=[O:28])[CH2:4][O:5][CH2:6][CH2:7][CH2:8][CH2:9][N:10]1[C:14](=[O:15])[CH2:13][CH2:12][C@H:11]1[CH2:16][CH2:17][C:18](=[O:27])[CH2:19][C:20]1[CH:25]=[CH:24][CH:23]=[C:22]([Cl:26])[CH:21]=1.P([O-])([O-])([O-])=O.Cl>C(#N)C>[Cl:26][C:22]1[CH:21]=[C:20]([CH2:19][C:18](=[O:27])/[CH:17]=[CH:16]/[C@H:11]2[CH2:12][CH2:13][C:14](=[O:15])[N:10]2[CH2:9][CH2:8][CH2:7][CH2:6][O:5][CH2:4][C:3]([OH:28])=[O:2])[CH:25]=[CH:24][CH:23]=1. The solvent is C(C)#N (acetonitrile). Run at time 16.5 hour. Yields the product ClC=1C=C(C=CC1)CC(/C=C/[C@@H]1N(C(CC1)=O)CCCCOCC(=O)O)=O ((4-{(R)-2-[(E)-4-(3-chlorophenyl)-3-oxo-but-1-enyl]-5-oxo-pyrrolidin-1-yl}-butoxy)-acetic acid). Isolated yield 20.3%. Starting materials: COC(COCCCCN1[C@@H](CCC1=O)CCC(CC1=CC(=CC=C1)Cl)=O)=O ((4-{(R)-2-[4-(3-chlorophenyl)-3-oxo-butyl]-5-oxo-pyrrolidin-1-yl}-butoxy)-acetic acid methyl ester), P(=O)([O-])([O-])[O-] (phosphate), Cl (HCl).